From a dataset of the Open Reaction Database (ORD), a public repository of structured organic reaction records. describe an organic reaction: reactants, conditions, products, and yield Starting materials: CCOC=C1CC2C3CCc4cc(OCc5ccccc5)ccc4C3CCC2(C)C1O, CC(=O)OC(C)=O, [Na+], O=C([O-])O, c1ccncc1. Yields the product CCOC=C1CC2C3CCc4cc(OCc5ccccc5)ccc4C3CCC2(C)C1OC(C)=O. RXN SMILES: [CH2:1]([c:2]1[cH:3][cH:4][cH:5][cH:6][cH:7]1)[O:8][c:9]1[cH:10][c:11]2[c:24]([cH:25][cH:26]1)[CH:23]1[CH:14]([CH2:13][CH2:12]2)[CH:15]2[CH2:16][C:17](=[CH:28][O:29][CH2:30][CH3:31])[CH:18]([OH:27])[C:19]2([CH3:20])[CH2:21][CH2:22]1.[CH3:32][C:33](=[O:34])[O:35][C:36](=[O:37])[CH3:38].[Na+:43].[O-:39][C:40]([OH:41])=[O:42].[cH:44]1[cH:45][cH:46][n:47][cH:48][cH:49]1>>[CH2:1]([c:2]1[cH:3][cH:4][cH:5][cH:6][cH:7]1)[O:8][c:9]1[cH:10][c:11]2[c:24]([cH:25][cH:26]1)[CH:23]1[CH:14]([CH2:13][CH2:12]2)[CH:15]2[CH2:16][C:17](=[CH:28][O:29][CH2:30][CH3:31])[CH:18]([O:27][C:33]([CH3:32])=[O:34])[C:19]2([CH3:20])[CH2:21][CH2:22]1. Reactants: C1=CC=CC=2C3C4=CC=CC=C4C(C12)(C3)CN3CCC(CC3)=O (1-(9,10-dihydro-9,10-methanoanthracen-9-ylmethyl)-4-piperidinone), BrC1=NC(=CC=C1)OC (2-bromo-6-methoxypyridine). The product is C1=CC=CC=2C3C4=CC=CC=C4C(C12)(C3)CN3CCC(CC3)(O)C3=NC(=CC=C3)OC (1-(9,10-Dihydro-9,10-methanoanthracen-9-ylmethyl)-4-(6-methoxy-2-pyridyl)piperidin-4-ol). Yield: 98.0%. RXN SMILES: [CH:1]1[C:14]2[C:13]3([CH2:16][N:17]4[CH2:22][CH2:21][C:20](=[O:23])[CH2:19][CH2:18]4)[CH2:15][CH:6]([C:7]4[C:12]3=[CH:11][CH:10]=[CH:9][CH:8]=4)[C:5]=2[CH:4]=[CH:3][CH:2]=1.Br[C:25]1[CH:30]=[CH:29][CH:28]=[C:27]([O:31][CH3:32])[N:26]=1>>[CH:11]1[C:12]2[C:13]3([CH2:16][N:17]4[CH2:22][CH2:21][C:20]([C:25]5[CH:30]=[CH:29][CH:28]=[C:27]([O:31][CH3:32])[N:26]=5)([OH:23])[CH2:19][CH2:18]4)[CH2:15][CH:6]([C:5]4[C:14]3=[CH:1][CH:2]=[CH:3][CH:4]=4)[C:7]=2[CH:8]=[CH:9][CH:10]=1. Procedure details: Using a procedure similar to that described in example 1 except starting with 1-(9,10-dihydro-9,10-methanoanthracen-9-ylmethyl)-4-piperidinone (described in example 5d) and employing 2-bromo-6-methoxypyridine, the title compound was formed in 98% yield [ ] as a white solid, mp 193°-195° C. (dec). free base: 1H NMR (CDCl3, 300 MHz) 7.57 (dd, J=7.6, 7.6 Hz, 1H), 7.23 (m, 4H), 6.94 (m, 5H), 6.63 (d, J=8.0 Hz, 1H), 4.75 (s, 1H), 4.28 (s, 1H), 3.95 (s, 3H), 3.49 (s, 2H), 2.94 (m, 2H), 2.77 (m, 2H), 2...